From a dataset of the Open Reaction Database (ORD), a public repository of structured organic reaction records. describe an organic reaction: reactants, conditions, products, and yield Starting materials: ClCCl, Cl, NC1C(=O)N2C1SCN(S(=O)(=O)C(F)(F)F)C2C(=O)OCc1ccccc1, Cc1ccc(S(=O)(=O)O)cc1, c1ccncc1, O=C(Cl)Cc1cccs1. Product: O=C(Cc1cccs1)NC1C(=O)N2C1SCN(S(=O)(=O)C(F)(F)F)C2C(=O)OCc1ccccc1. Reaction SMILES: [CH2:49]([Cl:50])[Cl:51].[ClH:48].[NH2:12][CH:13]1[CH:14]2[S:15][CH2:16][N:17]([S:32](=[O:33])(=[O:34])[C:35]([F:36])([F:37])[F:38])[CH:18]([C:22](=[O:23])[O:24][CH2:25][c:26]3[cH:27][cH:28][cH:29][cH:30][cH:31]3)[N:19]2[C:20]1=[O:21].[c:1]1([CH3:2])[cH:3][cH:4][c:5]([S:6]([OH:7])(=[O:8])=[O:9])[cH:10][cH:11]1.[cH:52]1[cH:53][cH:54][n:55][cH:56][cH:57]1.[s:39]1[c:40]([CH2:44][C:45](=[O:46])[Cl:47])[cH:41][cH:42][cH:43]1>>[NH:12]([CH:13]1[CH:14]2[S:15][CH2:16][N:17]([S:32](=[O:33])(=[O:34])[C:35]([F:36])([F:37])[F:38])[CH:18]([C:22](=[O:23])[O:24][CH2:25][c:26]3[cH:27][cH:28][cH:29][cH:30][cH:31]3)[N:19]2[C:20]1=[O:21])[C:45]([CH2:44][c:40]1[s:39][cH:43][cH:42][cH:41]1)=[O:46]. Starting materials: nitrile, C(#N)C[C@@H]1C[C@@H](OC2(O1)CCCCC2)CC(=O)OC(C)(C)C ((±)-cis-1,1-dimethylethyl 4-(cyanomethyl)-1,5-dioxaspiro[5.5]undecane-2-acetate), N (ammonia), [H][H] (hydrogen). The reagents and catalysts are O (water). Run in CO (methanol). Run at time 22 hour. Product: NCC[C@@H]1C[C@@H](OC2(O1)CCCCC2)CC(=O)OC(C)(C)C ((±)-cis-1,1-dimethylethyl 4-(2-aminoethyl)-1,5-dioxaspiro[5.5]undecane-2-acetate). Isolated yield 97.9%. As a reaction SMILES: [C:1]([CH2:3][C@H:4]1[O:9][C:8]2([CH2:14][CH2:13][CH2:12][CH2:11][CH2:10]2)[O:7][C@@H:6]([CH2:15][C:16]([O:18][C:19]([CH3:22])([CH3:21])[CH3:20])=[O:17])[CH2:5]1)#[N:2].N.[H][H]>CO.O>[NH2:2][CH2:1][CH2:3][C@H:4]1[O:9][C:8]2([CH2:14][CH2:13][CH2:12][CH2:11][CH2:10]2)[O:7][C@@H:6]([CH2:15][C:16]([O:18][C:19]([CH3:22])([CH3:21])[CH3:20])=[O:17])[CH2:5]1. Procedure details: A solution of 1.19 g of (±)-cis-1,1-dimethylethyl 4-(cyanomethyl)-1,5-dioxaspiro[5.5]undecane-2-acetate in 30 mL of methanol saturated with gaseous ammonia is treated with 0.3 g of Raney nickel #30 and hydrogen gas in a shaker at 50 pounds per square inch gage (psig) and 40° C. After 22 hours, thin layer chromatography indicates no starting nitrile present. The suspension is cooled, filtered through filter aid, and concentrated to an oil. This crude oil is purified by silica gel flash chromatogr... Starting materials: ClC1=C(C(=O)N)C=CC(=C1)C1=NN(C(C=C1)=O)CCOC1=CC=NC2=CC(=CC=C12)OC (2-chloro-4-(1-(2-(7-methoxyquinolin-4-yloxy)ethyl)-6-oxo-1,6-dihydropyridazin-3-yl)benzamide), N1=CC=CC=C1 (pyridine), S(=O)(Cl)Cl (thionyl chloride). Reaction conditions: temperature 23 celsius, time 18 hour. The product is ClC1=C(C#N)C=CC(=C1)C1=NN(C(C=C1)=O)CCOC1=CC=NC2=CC(=CC=C12)OC (2-Chloro-4-(1-(2-(7-methoxyquinolin-4-yloxy)ethyl)-6-oxo-1,6-dihydropyridazin-3-yl)benzonitrile). As a reaction SMILES: [Cl:1][C:2]1[CH:10]=[C:9]([C:11]2[CH:16]=[CH:15][C:14](=[O:17])[N:13]([CH2:18][CH2:19][O:20][C:21]3[C:30]4[C:25](=[CH:26][C:27]([O:31][CH3:32])=[CH:28][CH:29]=4)[N:24]=[CH:23][CH:22]=3)[N:12]=2)[CH:8]=[CH:7][C:3]=1[C:4]([NH2:6])=O.N1C=CC=CC=1.S(Cl)(Cl)=O>>[Cl:1][C:2]1[CH:10]=[C:9]([C:11]2[CH:16]=[CH:15][C:14](=[O:17])[N:13]([CH2:18][CH2:19][O:20][C:21]3[C:30]4[C:25](=[CH:26][C:27]([O:31][CH3:32])=[CH:28][CH:29]=4)[N:24]=[CH:23][CH:22]=3)[N:12]=2)[CH:8]=[CH:7][C:3]=1[C:4]#[N:6]. Reported procedure: See example 75 for a general synthesis. To a solution of 2-chloro-4-(1-(2-(7-methoxyquinolin-4-yloxy)ethyl)-6-oxo-1,6-dihydropyridazin-3-yl)benzamide (120 mg, 266 μmol) in pyridine (10763 μL, 133075 μmol) was added thionyl chloride (194 μL, 2661 μmol). The reaction was then stirred overnight at 23° C. for 18 hours. The reaction was then chilled to 0° C., and quenched with sat. NH4Cl. The organic contents were extracted with DCM (30 mL), separated, dried over MgSO4, then concentrated to a solid u... Starting materials: CCCc1cc(C(F)(F)F)ccc1C=CC(=O)O, C1CCOC1, CN1CCOCC1, COc1nc(OC)nc([N+]2(C)CCOCC2)n1, [Cl-], Cl, CC(N)c1cc(F)c(NS(C)(=O)=O)c(F)c1, O. Yields the product CCCc1cc(C(F)(F)F)ccc1C=CC(=O)NC(C)c1cc(F)c(NS(C)(=O)=O)c(F)c1. Reaction SMILES: [CH2:25]([CH2:26][CH3:27])[c:28]1[c:29]([CH:38]=[CH:39][C:40](=[O:41])[OH:42])[cH:30][cH:31][c:32]([C:34]([F:35])([F:36])[F:37])[cH:33]1.[CH2:62]1[O:63][CH2:64][CH2:65][CH2:66]1.[CH3:18][N:19]1[CH2:20][CH2:21][O:22][CH2:23][CH2:24]1.[CH3:45][O:46][c:47]1[n:48][c:49]([O:50][CH3:51])[n:52][c:53]([N+:54]2([CH3:55])[CH2:56][CH2:57][O:58][CH2:59][CH2:60]2)[n:61]1.[Cl-:44].[ClH:17].[NH2:1][CH:2]([CH3:3])[c:4]1[cH:5][c:6]([F:16])[c:7]([NH:11][S:12](=[O:13])(=[O:14])[CH3:15])[c:8]([F:10])[cH:9]1.[OH2:43]>>[NH:1]([CH:2]([CH3:3])[c:4]1[cH:5][c:6]([F:16])[c:7]([NH:11][S:12](=[O:13])(=[O:14])[CH3:15])[c:8]([F:10])[cH:9]1)[C:40]([CH:39]=[CH:38][c:29]1[c:28]([CH2:25][CH2:26][CH3:27])[cH:33][c:32]([C:34]([F:35])([F:36])[F:37])[cH:31][cH:30]1)=[O:41].